Dataset: the Open Reaction Database (ORD), a public repository of structured organic reaction records. Task: describe an organic reaction: reactants, conditions, products, and yield The reactants are FC(F)(F)CBr, O=C([O-])[O-], [Cl-], [K+], [K+], [Na+], CN(C)C=O, Cc1ccc(O)cn1. Yields the product Cc1ccc(OCC(F)(F)F)cn1. Reaction SMILES: [Br:15][CH2:16][C:17]([F:18])([F:19])[F:20].[C:9](=[O:10])([O-:11])[O-:12].[Cl-:26].[K+:13].[K+:14].[Na+:27].[O:21]=[CH:22][N:23]([CH3:24])[CH3:25].[OH:1][c:2]1[cH:3][cH:4][c:5]([CH3:8])[n:6][cH:7]1>>[O:1]([c:2]1[cH:3][cH:4][c:5]([CH3:8])[n:6][cH:7]1)[CH2:16][C:17]([F:18])([F:19])[F:20]. The reactants are CC(=O)O, O=C1CCC(=O)N1Cl, COC(=O)c1ccc(O)cc1Cl. Yields the product COC(=O)c1cc(Cl)c(O)cc1Cl. RXN SMILES: [CH3:21][C:22](=[O:23])[OH:24].[Cl:13][N:14]1[C:15](=[O:16])[CH2:17][CH2:18][C:19]1=[O:20].[Cl:1][c:2]1[c:3]([C:4](=[O:5])[O:6][CH3:7])[cH:8][cH:9][c:10]([OH:12])[cH:11]1>>[Cl:1][c:2]1[c:3]([C:4](=[O:5])[O:6][CH3:7])[cH:8][c:9]([Cl:13])[c:10]([OH:12])[cH:11]1. The reactants are C1(=CC=CC=C1)P(C1=CC=CC=C1)C1=CC=CC=C1 (triphenylphosphine), N(=NC(=O)OCC)C(=O)OCC (Diethyl azodicarboxylate), ClC1=CC(=C(NC2=NC=NC3=CC(=C(C=C23)OC)O)C=C1)F (4-(4-chloro-2-fluoroanilino)-7-hydroxy-6-methoxyquinazoline), OCCCN1C(COCC1=O)=O (4-(3-hydroxypropyl)-3,5-dioxomorpholine). Solvent: C(Cl)Cl (methylene chloride). Conditions: time 6 hour. Yields the product Cl.ClC1=CC(=C(NC2=NC=NC3=CC(=C(C=C23)OC)OCCCN2C(COCC2=O)=O)C=C1)F (4-(4-chloro-2-fluoroanilino)-7-(3-(3,5-dioxomorpholino)propoxy)-6-methoxyquinazoline hydrochloride). Yield: 18.3%. Reaction SMILES: N(C(OCC)=O)=NC(OCC)=O.[Cl:13][C:14]1[CH:33]=[CH:32][C:17]([NH:18][C:19]2[C:28]3[C:23](=[CH:24][C:25]([OH:31])=[C:26]([O:29][CH3:30])[CH:27]=3)[N:22]=[CH:21][N:20]=2)=[C:16]([F:34])[CH:15]=1.O[CH2:36][CH2:37][CH2:38][N:39]1[C:44](=[O:45])[CH2:43][O:42][CH2:41][C:40]1=[O:46].C1(P(C2C=CC=CC=2)C2C=CC=CC=2)C=CC=CC=1>C(Cl)Cl>[ClH:13].[Cl:13][C:14]1[CH:33]=[CH:32][C:17]([NH:18][C:19]2[C:28]3[C:23](=[CH:24][C:25]([O:31][CH2:36][CH2:37][CH2:38][N:39]4[C:44](=[O:45])[CH2:43][O:42][CH2:41][C:40]4=[O:46])=[C:26]([O:29][CH3:30])[CH:27]=3)[N:22]=[CH:21][N:20]=2)=[C:16]([F:34])[CH:15]=1 |f:5.6|. Procedure: Diethyl azodicarboxylate (567 μl, 3.6 mmol) was added dropwise to a mixture of 4-(4-chloro-2-fluoroanilino)-7-hydroxy-6-methoxyquinazoline (383 mg, 1.2 mmol), (prepared as described for the starting material in Example 2), 4-(3-hydroxypropyl)-3,5-dioxomorpholine (291 mg, 1.68 mmol) and triphenylphosphine (944 mg, 3.6 mmol) in methylene chloride (10 ml) under nitrogen. The mixture was sired at ambient temperature for 6 hours and the insolubles were removed by filtration. The filtrate was purified...